Dataset: the Open Reaction Database (ORD), a public repository of structured organic reaction records. Task: describe an organic reaction: reactants, conditions, products, and yield The reactants are COC(=O)C1=C(C2=C(N=CN=C2NC2=C(C=C(C=C2)F)OC(C)C(=O)O)S1)C (4-[2-(1-Carboxy-ethoxy)-4-fluoro-phenylamino]-5-methyl-thieno[2,3-d]pyrimidine-6-carboxylic acid methyl ester), NCCNC(OC(C)(C)C)=O (tert-butyl N-(2-aminoethyl)carbamate). The product is COC(=O)C1=C(C2=C(N=CN=C2NC2=C(C=C(C=C2)F)OC(C)C(NCCNC(=O)OC(C)(C)C)=O)S1)C (4-{2-[1-(2-tert-Butoxycarbonylamino-ethylcarbamoyl)-ethoxy]-4-fluoro-phenylamino}-5-methyl-thieno[2,3-d]pyrimidine-6-carboxylic acid methyl ester). RXN SMILES: [CH3:1][O:2][C:3]([C:5]1[S:27][C:8]2[N:9]=[CH:10][N:11]=[C:12]([NH:13][C:14]3[CH:19]=[CH:18][C:17]([F:20])=[CH:16][C:15]=3[O:21][CH:22]([C:24]([OH:26])=O)[CH3:23])[C:7]=2[C:6]=1[CH3:28])=[O:4].[NH2:29][CH2:30][CH2:31][NH:32][C:33](=[O:39])[O:34][C:35]([CH3:38])([CH3:37])[CH3:36]>>[CH3:1][O:2][C:3]([C:5]1[S:27][C:8]2[N:9]=[CH:10][N:11]=[C:12]([NH:13][C:14]3[CH:19]=[CH:18][C:17]([F:20])=[CH:16][C:15]=3[O:21][CH:22]([C:24](=[O:26])[NH:29][CH2:30][CH2:31][NH:32][C:33]([O:34][C:35]([CH3:38])([CH3:37])[CH3:36])=[O:39])[CH3:23])[C:7]=2[C:6]=1[CH3:28])=[O:4]. Procedure: Prepared analogously to example 56.1 using the product from 55 (170 mg) and tert-butyl N-(2-aminoethyl)carbamate (90 μl). Solvent: C1(=CC=CC=C1)C (toluene). Reported procedure: 1.08 g (3.94 mmol) of the compound from Example 5 and 2 g (2.6 mmol) of the compound from Example 16 and 30 mg of tetrakis(triphenylphosphine)palladium are heated under reflux in 40 ml of toluene under a nitrogen atmosphere for 50 h. After concentrating in vacuo, the residue is taken up in acetonitrile and washed five times with pentane. The acetonitrile phase is concentrated in vacuo and the remaining oil (1.33 g) is chromatographed on a silica gel column using ethyl acetate/petroleum ether 1:5... Reagents/catalysts: C=1C=CC(=CC1)[P](C=2C=CC=CC2)(C=3C=CC=CC3)[Pd]([P](C=4C=CC=CC4)(C=5C=CC=CC5)C=6C=CC=CC6)([P](C=7C=CC=CC7)(C=8C=CC=CC8)C=9C=CC=CC9)[P](C=1C=CC=CC1)(C=1C=CC=CC1)C=1C=CC=CC1 (tetrakis(triphenylphosphine)palladium). The product is C(=O)C=1C=CC(=C(C(=O)OC)C1OC)SC1=C(C=C(C=C1OC)C)CO (Methyl 5-formyl-6-methoxy-2-[2-hydroxymethyl-6-methoxy-4-methylphenylthio]benzoate). Reaction SMILES: Br[C:2]1[C:7]([C:8]([O:10][CH3:11])=[O:9])=[C:6]([O:12][CH3:13])[C:5]([CH:14]=[O:15])=[CH:4][CH:3]=1.C([Sn](CCCC)(CCCC)[O:21][CH2:22][C:23]1[CH:28]=[C:27]([CH3:29])[CH:26]=[C:25]([O:30][CH3:31])[C:24]=1[S:32][Sn](CCCC)(CCCC)CCCC)CCC>C1(C)C=CC=CC=1.C1C=CC([P]([Pd]([P](C2C=CC=CC=2)(C2C=CC=CC=2)C2C=CC=CC=2)([P](C2C=CC=CC=2)(C2C=CC=CC=2)C2C=CC=CC=2)[P](C2C=CC=CC=2)(C2C=CC=CC=2)C2C=CC=CC=2)(C2C=CC=CC=2)C2C=CC=CC=2)=CC=1>[CH:14]([C:5]1[CH:4]=[CH:3][C:2]([S:32][C:24]2[C:25]([O:30][CH3:31])=[CH:26][C:27]([CH3:29])=[CH:28][C:23]=2[CH2:22][OH:21])=[C:7]([C:6]=1[O:12][CH3:13])[C:8]([O:10][CH3:11])=[O:9])=[O:15] |^1:64,66,85,104|. Reactants: BrC1=CC=C(C(=C1C(=O)OC)OC)C=O (Methyl 6-bromo-3-formyl-2-methoxy-benzoate), C(CCC)[Sn](OCC1=C(C(=CC(=C1)C)OC)S[Sn](CCCC)(CCCC)CCCC)(CCCC)CCCC (2-Tributylstannyloxymethyl-6-methoxy-4-methyl-S-tributylstannylthiophenol). The reactants are C(C1=C(C(=CC(=C1)CC)C(C)(C)C)O)C1=C(C(=CC(=C1)CC)C(C)(C)C)O (2,2'-methylenebis (6-tert-butyl-4-ethylphenol)), C(C1=CC(=C(C(=C1)C(C)(C)C)O)C(C)(C)C)C1=CC(=C(C(=C1)C(C)(C)C)O)C(C)(C)C (4,4'-methylenebis (2,6-di-tert-butylphenol)), C(C1=C(C(=CC(=C1)C(C)(C)C)C(C)(C)C)O)C1=C(C(=CC(=C1)C(C)(C)C)C(C)(C)C)O (2,2'-methylenebis (4,6-di-tert-butylphenol)), di(3-tert-butyl-4-hydroxy-5-methylphenyl) dicyclopentadiene, C(C)(C)(C)C=1C(=C(CC2=C(C(=CC(=C2)C)CC2=C(C(=CC(=C2)C)C(C)(C)C)O)O)C=C(C1)C)O (2,6-di (3-tert-butyl-5-methyl-2-hydroxybenzyl) -4-methylphenol), C(C1=C(C(=CC(=C1)CCCCCCCCC)C(C1=CC=CC=C1)C)O)C1=C(C(=CC(=C1)CCCCCCCCC)C(C1=CC=CC=C1)C)O (2,2'-methylenebis [6-(α-methylbenzyl)-4-nonylphenol]), ethylene glycol bis [3,3-bis (3'-tert-butyl-4'-hydroxylphenyl) butyrate], C(C1=C(C(=CC(=C1)CCCCCCCCC)C(C1=C(C=CC=C1)C)C)O)C1=C(C(=CC(=C1)CCCCCCCCC)C(C1=C(C=CC=C1)C)C)O (2,2'-methylenebis [6- (2, α-dimethylbenzyl)-4-nonyl-phenol]), C(C)(C1=C(C(=CC(=C1)CC(C)C)C(C)(C)C)O)C1=C(C(=CC(=C1)CC(C)C)C(C)(C)C)O (2,2'-ethylidenebis (6-tert-butyl-4-isobutylphenol)), 2,2'-methylenebis [4-methyl-6-(α-methylcyclohexyl) -phenol], C(C1=C(C(=CC(=C1)C)CCCCCCCCC)O)C1=C(C(=CC(=C1)C)CCCCCCCCC)O (2,2'-methylenebis (6-nonyl-4-methylphenol)), C(C)(C)(C)C=1C(=CC(=C(C1)C(CCC)C1=C(C=C(C(=C1)C(C)(C)C)O)C)C)O (1,1-bis (5-tert-butyl-4-hydroxy-2-methylphenyl) butane), C(C1=CC(=C(C(=C1)C(C)(C)C)O)C)C1=CC(=C(C(=C1)C(C)(C)C)O)C (4,4'-methylenebis (6-tert-butyl-2-methylphenol)), di[2-(3'-tert-butyl-2'-hydroxy-5'-methylbenzyl)-6-tertbutyl -4-methyl pheny] terephthalate, C(C1=C(C(=CC(=C1)C)C1CCCCC1)O)C1=C(C(=CC(=C1)C)C1CCCCC1)O (2,2'-methylenebis (4-methyl-6-cyclohexylphenol)), C(C)(C1=C(C(=CC(=C1)C(C)(C)C)C(C)(C)C)O)C1=C(C(=CC(=C1)C(C)(C)C)C(C)(C)C)O (2,2'-ethylidenebis (4,6-di-tert-butylphenol)). RXN SMILES: [CH2:1]([C:15]1[CH:20]=[C:19]([CH2:21]C)[CH:18]=[C:17]([C:23]([CH3:26])([CH3:25])[CH3:24])[C:16]=1[OH:27])[C:2]1[CH:7]=[C:6]([CH2:8]C)[CH:5]=[C:4]([C:10]([CH3:13])([CH3:12])[CH3:11])[C:3]=1[OH:14].C(C1C=C(C)C=C(C2CCCCC2)C=1O)C1C=C(C)C=C(C2CCCCC2)C=1O.C(C1C=C(C)C=C(CCCCCCCCC)C=1O)C1C=C(C)C=C(CCCCCCCCC)C=1O.C(C1C=C(C(C)(C)C)C=C(C(C)(C)C)C=1O)C1C=C(C(C)(C)C)C=C(C(C)(C)C)C=1O.C(C1C=C(C(C)(C)C)C=C(C(C)(C)C)C=1O)(C1C=C(C(C)(C)C)C=C(C(C)(C)C)C=1O)C.C(C1C=C(CC(C)C)C=C(C(C)(C)C)C=1O)(C1C=C(CC(C)C)C=C(C(C)(C)C)C=1O)C.C(C1C=C(CCCCCCCCC)C=C(C(C)C2C=CC=CC=2)C=1O)C1C=C(CCCCCCCCC)C=C(C(C)C2C=CC=CC=2)C=1O.C(C1C=C(CCCCCCCCC)C=C(C(C)C2C=CC=CC=2C)C=1O)C1C=C(CCCCCCCCC)C=C(C(C)C2C=CC=CC=2C)C=1O.C(C1C=C(C(C)(C)C)C(O)=C(C(C)(C)C)C=1)C1C=C(C(C)(C)C)C(O)=C(C(C)(C)C)C=1.C(C1C=C(C(C)(C)C)C(O)=C(C)C=1)C1C=C(C(C)(C)C)C(O)=C(C)C=1.C(C1C(O)=CC(C)=C(C(C2C=C(C(C)(C)C)C(O)=CC=2C)CCC)C=1)(C)(C)C.C(C1C(O)=C(C=C(C)C=1)CC1C=C(C)C=C(CC2C=C(C)C=C(C(C)(C)C)C=2O)C=1O)(C)(C)C>>[CH2:1]([C:2]1[CH:7]=[C:6]([CH3:8])[CH:5]=[C:4]([C:10]([CH3:13])([CH3:12])[CH3:11])[C:3]=1[OH:14])[C:15]1[CH:20]=[C:19]([CH3:21])[CH:18]=[C:17]([C:23]([CH3:26])([CH3:25])[CH3:24])[C:16]=1[OH:27]. Procedure details: 2,2'-methylenebis (6-tert-butyl-4-ethylphenol); 2,2'-methylenebis [4-methyl-6-(α-methylcyclohexyl) -phenol]; 2,2'-methylenebis (4-methyl-6-cyclohexylphenol); 2,2'-methylenebis (6-nonyl-4-methylphenol); 2,2'-methylenebis (4,6-di-tert-butylphenol); 2,2'-ethylidenebis (4,6-di-tert-butylphenol); 2,2'-ethylidenebis (6-tert-butyl-4-isobutylphenol); 2,2'-methylenebis [6-(α-methylbenzyl)-4-nonylphenol]; 2,2'-methylenebis [6- (2, α-dimethylbenzyl)-4-nonyl-phenol]; 4,4'-methylenebis (2,6-di-tert-butylphen... Product: C(C1=C(C(=CC(=C1)C)C(C)(C)C)O)C1=C(C(=CC(=C1)C)C(C)(C)C)O (2,2'-methylenebis (6-tert-butyl-4-methylphenol)). Starting materials: ethyl 2-ethoxy, C(C1=CC=CC=C1)(=O)[O-] (benzoate), OC1=C(C(=O)O)C=CC(=C1)C (2-hydroxy-4-methylbenzoic acid), C(=O)([O-])[O-].[K+].[K+] (K2CO3), S(=O)(=O)(OCC)OCC (diethyl sulfate). The solvent is CC(=O)C (acetone). The product is C(C)OC1=C(C(=O)OCC)C=CC(=C1)C (ethyl 2-ethoxy-4-methylbenzoate). Procedure details: The ethyl 2-ethoxy-4-(2-<2-chloro-pyridine-3-carboxamido>ethyl)benzoate used as the starting material was prepared in the following manner: 2-hydroxy-4-methylbenzoic acid was reacted with K2CO3 and diethyl sulfate in acetone to give ethyl 2-ethoxy-4-methylbenzoate (boiling point at 1 mm=107°-108° C.), which was hydrolyzed to give the corresponding carboxylic acid (melting point 72°-74° C., from acetone). Subsequent bromination provided the 4-bromomethyl compound (melting point 98°-100° C.), whic... As a reaction SMILES: [C:1]([O-])(=O)[C:2]1C=CC=CC=1.[OH:10][C:11]1[CH:19]=[C:18]([CH3:20])[CH:17]=[CH:16][C:12]=1[C:13]([OH:15])=[O:14].C([O-])([O-])=O.[K+].[K+].S(OCC)(O[CH2:31][CH3:32])(=O)=O>CC(C)=O>[CH2:1]([O:10][C:11]1[CH:19]=[C:18]([CH3:20])[CH:17]=[CH:16][C:12]=1[C:13]([O:15][CH2:31][CH3:32])=[O:14])[CH3:2] |f:2.3.4|. Starting materials: O=C1[C@H](N(C=CN1)S(=O)(=O)C1=CC=C(C)C=C1)CC(=O)O ((R)-2-(3-oxo-1-tosyl-1,2,3,4-tetrahydropyrazin-2-yl)acetic acid), N1(CCCCC1)CCC=1C=C2CCC[C@H](C2=CC1)N ((R)-6-(2-(piperidin-1-yl)ethyl)-1,2,3,4-tetrahydronaphthalen-1-amine), C=1C=CC2=C(C1)N=NN2O (HOBt), CCN=C=NCCCN(C)C (EDCI). The solvent is CN(C)C=O (DMF). Product: O=C1[C@H](N(C=CN1)S(=O)(=O)C1=CC=C(C)C=C1)CC(=O)N[C@@H]1CCCC2=CC(=CC=C12)CCN1CCCCC1 (2-((R)-3-oxo-1-tosyl-1,2,3,4-tetrahydropyrazin-2-yl)-N—((R)-6-(2-(piperidin-1-yl)ethyl)-1,2,3,4-tetrahydronaphthalen-1-yl)acetamide). Reaction SMILES: [O:1]=[C:2]1[NH:7][CH:6]=[CH:5][N:4]([S:8]([C:11]2[CH:17]=[CH:16][C:14]([CH3:15])=[CH:13][CH:12]=2)(=[O:10])=[O:9])[C@@H:3]1[CH2:18][C:19]([OH:21])=O.[N:22]1([CH2:28][CH2:29][C:30]2[CH:31]=[C:32]3[C:37](=[CH:38][CH:39]=2)[C@H:36]([NH2:40])[CH2:35][CH2:34][CH2:33]3)[CH2:27][CH2:26][CH2:25][CH2:24][CH2:23]1.C1C=CC2N(O)N=NC=2C=1.CCN=C=NCCCN(C)C>CN(C=O)C>[O:1]=[C:2]1[NH:7][CH:6]=[CH:5][N:4]([S:8]([C:11]2[CH:17]=[CH:16][C:14]([CH3:15])=[CH:13][CH:12]=2)(=[O:9])=[O:10])[C@@H:3]1[CH2:18][C:19]([NH:40][C@H:36]1[C:37]2[C:32](=[CH:31][C:30]([CH2:29][CH2:28][N:22]3[CH2:27][CH2:26][CH2:25][CH2:24][CH2:23]3)=[CH:39][CH:38]=2)[CH2:33][CH2:34][CH2:35]1)=[O:21]. Procedure details: A solution of (R)-2-(3-oxo-1-tosyl-1,2,3,4-tetrahydropyrazin-2-yl)acetic acid (310 mg, 1.0 mmol), crude (R)-6-(2-(piperidin-1-yl)ethyl)-1,2,3,4-tetrahydronaphthalen-1-amine (310 mg, 1.2 mmol), HOBt (135 mg, 1.0 mmol) and EDCI (191 mg, 1.0 mmol) in 1 mL of DMF was stirred overnight at room temperature. After quenching with sat. NaHCO3 solution, the reaction mixture was extracted with EtOAc. The combined organic phase was washed brine, dried over Na2SO4, and evaporated in vacuo. Flash chomatograph...